The task is: describe an organic reaction: reactants, conditions, products, and yield. This data is from the Open Reaction Database (ORD), a public repository of structured organic reaction records. The reactants are Nc1cccc(Br)c1, O=C(c1ncc[nH]1)c1ncc[nH]1, ClCCl, CC1(C)CC(=O)OC1=O. The product is CC1(C)CC(=O)N(c2cccc(Br)c2)C1=O. RXN SMILES: [Br:1][c:2]1[cH:3][c:4]([NH2:8])[cH:5][cH:6][cH:7]1.[C:18]([c:19]1[nH:20][cH:21][cH:22][n:23]1)([c:24]1[nH:25][cH:26][cH:27][n:28]1)=[O:29].[CH2:30]([Cl:31])[Cl:32].[CH3:9][C:10]1([CH3:17])[C:11](=[O:16])[O:12][C:13](=[O:15])[CH2:14]1>>[Br:1][c:2]1[cH:3][c:4]([N:8]2[C:11](=[O:16])[C:10]([CH3:9])([CH3:17])[CH2:14][C:13]2=[O:12])[cH:5][cH:6][cH:7]1. The reactants are O=C([O-])[O-], COc1n[nH]c(=O)s1, O=C(CBr)C1CC1, [K+], [K+], C1COCCO1. Product: COc1nn(CC(=O)C2CC2)c(=O)s1. RXN SMILES: [C:1](=[O:2])([O-:3])[O-:4].[CH3:7][O:8][c:9]1[n:10][nH:11][c:12](=[O:14])[s:13]1.[CH:15]1([C:18](=[O:19])[CH2:20][Br:21])[CH2:16][CH2:17]1.[K+:5].[K+:6].[O:22]1[CH2:23][CH2:24][O:25][CH2:26][CH2:27]1>>[CH3:7][O:8][c:9]1[n:10][n:11]([CH2:20][C:18]([CH:15]2[CH2:16][CH2:17]2)=[O:19])[c:12](=[O:14])[s:13]1.